From a dataset of the Open Reaction Database (ORD), a public repository of structured organic reaction records. describe an organic reaction: reactants, conditions, products, and yield Starting materials: ice, [Cl-].[Al+3].[Cl-].[Cl-] (aluminium chloride), C(C)(C)Cl (isopropyl chloride), O1C(=CC=C1)C=O (2-furaldehyde). Solvent: C(=S)=S (CS2). Reaction conditions: time 24 hour. The product is C(C)(C)C=1C=C(OC1)C=O (4-isopropylfuran-2-carbaldehyde). As a reaction SMILES: [Cl-].[Al+3].[Cl-].[Cl-].[O:5]1[CH:9]=[CH:8][CH:7]=[C:6]1[CH:10]=[O:11].[CH:12](Cl)([CH3:14])[CH3:13]>C(=S)=S>[CH:12]([C:8]1[CH:7]=[C:6]([CH:10]=[O:11])[O:5][CH:9]=1)([CH3:14])[CH3:13] |f:0.1.2.3|. Reported procedure: To a suspension containing aluminium chloride (24 g, 180 mmol) in 100 mL of CS2 was added 2-furaldehyde (9.8 mL, 156 mmol). To this mixture was added dropwise isopropyl chloride (14.3 mL, 156 mmol), and the resulting mixture stirred at rt for 24 h. The dark mixture was carefully poured into a vigorously stirred 250 g of ice, and then extracted with ether (5×100 mL). The combined organic layers were washed with water, brine, dried (Na2SO4), filtered through a pad of silica gel, and concentrated. ... Starting materials: ClC=1C=C(C=C(C1)F)N[C@H]1C[C@H]2CC[C@H](CN2C1=O)NC=1C2=C(N=CN1)N(C=C2)S(=O)(=O)C2=CC=C(C)C=C2 ((2S,6R,8aR)-2-(3-chloro-5-fluorophenylamino)-6-(7-tosyl-7H-pyrrolo[2,3-d]pyrimidin-4-ylamino)hexahydroindolizin-3(5H)-one), C(=O)([O-])[O-].[K+].[K+] (K2CO3). Solvent: O (H2O), CO (MeOH), O (H2O). Conditions: temperature 70 celsius. Product: N1=CN=C(C2=C1NC=C2)N[C@H]2CN1C([C@H](C[C@H]1CC2)NC2=CC(=CC(=C2)F)Cl)=O ((2S,6R,8aR)-6-(7H-pyrrolo[2,3-d]pyrimidin-4-ylamino)-2-(3-chloro-5-fluorophenylamino)hexahydroindolizin-3(5H)-one). Yield: 50.5%. As a reaction SMILES: [Cl:1][C:2]1[CH:3]=[C:4]([NH:9][C@@H:10]2[C:18](=[O:19])[N:17]3[C@H:12]([CH2:13][CH2:14][C@@H:15]([NH:20][C:21]4[C:22]5[CH:29]=[CH:28][N:27](S(C6C=CC(C)=CC=6)(=O)=O)[C:23]=5[N:24]=[CH:25][N:26]=4)[CH2:16]3)[CH2:11]2)[CH:5]=[C:6]([F:8])[CH:7]=1.C([O-])([O-])=O.[K+].[K+]>CO.O>[N:24]1[C:23]2[NH:27][CH:28]=[CH:29][C:22]=2[C:21]([NH:20][C@@H:15]2[CH2:14][CH2:13][C@H:12]3[N:17]([C:18](=[O:19])[C@@H:10]([NH:9][C:4]4[CH:5]=[C:6]([F:8])[CH:7]=[C:2]([Cl:1])[CH:3]=4)[CH2:11]3)[CH2:16]2)=[N:26][CH:25]=1 |f:1.2.3|. Procedure details: A solution of (2S,6R,8aR)-2-(3-chloro-5-fluorophenylamino)-6-(7-tosyl-7H-pyrrolo[2,3-d]pyrimidin-4-ylamino)hexahydroindolizin-3(5H)-one (19 mg) 127.6 in MeOH (0.5 mL) & H2O (2 mL) was treated with of K2CO3 (5 mg, 0.033 mmol) and heated at 70° C. for 24 hours. The white suspension was cooled and diluted with H2O. The precipitate was collected on a Whatman 0.45 um nylon membrane filter and concentrated in vacuo to afford of (2S,6R,8aR)-6-(7H-pyrrolo[2,3-d]pyrimidin-4-ylamino)-2-(3-chloro-5-fluorop... Starting materials: C(CCCCCCCCCCCCCC)C1CC(CCC1)=O (3-pentadecylcyclohexanone), Cl.NC1=CC=CC=C1 (aniline hydrochloride), NC1=CC=CC=C1 (aniline). Solvent: ClCCl (dichloromethane). Conditions: temperature 140 celsius. The product is NC1=CC=C(C=C1)C1(CC(CCC1)CCCCCCCCCCCCCCC)C1=CC=C(C=C1)N (1,1-bis(4-aminophenyl)-3-pentadecylcyclohexan). As a reaction SMILES: [CH2:1]([CH:16]1[CH2:21][CH2:20][CH2:19][C:18](=O)[CH2:17]1)[CH2:2][CH2:3][CH2:4][CH2:5][CH2:6][CH2:7][CH2:8][CH2:9][CH2:10][CH2:11][CH2:12][CH2:13][CH2:14][CH3:15].Cl.[NH2:24][C:25]1[CH:30]=[CH:29][CH:28]=[CH:27][CH:26]=1.[NH2:31][C:32]1[CH:37]=[CH:36][CH:35]=[CH:34][CH:33]=1>ClCCl>[NH2:24][C:25]1[CH:30]=[CH:29][C:28]([C:18]2([C:35]3[CH:36]=[CH:37][C:32]([NH2:31])=[CH:33][CH:34]=3)[CH2:19][CH2:20][CH2:21][CH:16]([CH2:1][CH2:2][CH2:3][CH2:4][CH2:5][CH2:6][CH2:7][CH2:8][CH2:9][CH2:10][CH2:11][CH2:12][CH2:13][CH2:14][CH3:15])[CH2:17]2)=[CH:27][CH:26]=1 |f:1.2|. Reported procedure: A 100 mL single necked flask fitted with a magnetic stirrer and a reflux condenser was charged with a 10.0 g (32 mmol) of 3-pentadecylcyclohexanone, 8.4 g (65 mmol) aniline hydrochloride and 12.05 g (130 mmol) of aniline. The resulting mixture was refluxed at 140° C. for 10 hours under positive pressure of nitrogen. The reaction mixture was cooled to room temperature, diluted with dichloromethane, and washed with aqueous sodium hydroxide solution and water and dried over sodium sulfate. Solvent ... The reactants are O=C(O)CC(O)(CC(=O)O)C(=O)O, O=C([O-])CC(O)(CC(=O)[O-])C(=O)[O-], CN(CC(CCN1CCC(c2ccccc2S(C)=O)CC1)c1ccc(Cl)cc1)C(=O)c1cc([N+](=O)[O-])cc2ccccc12, O=C1NCCCN1C1CCNCC1, O. Yields the product O=C(O)CC(O)(CC(=O)O)C(=O)O, CN(CC(CCN1CCC(N2CCCNC2=O)CC1)c1ccc(Cl)cc1)C(=O)c1cc([N+](=O)[O-])cc2ccccc12. Reaction SMILES: [C:14]([CH2:15][C:16]([OH:17])([C:18](=[O:19])[OH:20])[CH2:21][C:22](=[O:23])[OH:24])(=[O:25])[OH:26].[C:70]([O-:71])(=[O:72])[CH2:73][C:74]([CH2:75][C:76]([O-:77])=[O:78])([C:79]([O-:80])=[O:81])[OH:82].[Cl:27][c:28]1[cH:29][cH:30][c:31]([CH:34]([CH2:35][N:36]([C:37](=[O:38])[c:39]2[cH:40][c:41]([N+:49](=[O:50])[O-:51])[cH:42][c:43]3[cH:44][cH:45][cH:46][cH:47][c:48]23)[CH3:52])[CH2:53][CH2:54][N:55]2[CH2:56][CH2:57][CH:58]([c:59]3[cH:60][cH:61][cH:62][cH:63][c:64]3[S:65]([CH3:66])=[O:67])[CH2:68][CH2:69]2)[cH:32][cH:33]1.[O:1]=[C:2]1[N:3]([CH:8]2[CH2:9][CH2:10][NH:11][CH2:12][CH2:13]2)[CH2:4][CH2:5][CH2:6][NH:7]1.[OH2:83]>>[C:14]([CH2:15][C:16]([OH:17])([C:18](=[O:19])[OH:20])[CH2:21][C:22](=[O:23])[OH:24])(=[O:25])[OH:26].[O:1]=[C:2]1[N:3]([CH:8]2[CH2:9][CH2:10][N:11]([CH2:54][CH2:53][CH:34]([c:31]3[cH:30][cH:29][c:28]([Cl:27])[cH:33][cH:32]3)[CH2:35][N:36]([C:37](=[O:38])[c:39]3[cH:40][c:41]([N+:49](=[O:50])[O-:51])[cH:42][c:43]4[cH:44][cH:45][cH:46][cH:47][c:48]34)[CH3:52])[CH2:12][CH2:13]2)[CH2:4][CH2:5][CH2:6][NH:7]1. Run in C1(=CC=CC=C1)C (toluene). Product: C(C)OC(=C)C=1C=C2C(=NC1)C=CN2CCCOC (6-(1-ethoxyvinyl)-1-(3-methoxypropyl)-1H-pyrrolo[3,2-b]pyridine). Run at temperature 110 celsius, time 30 minute. The reagents and catalysts are Cl[Pd]([P](C1=CC=CC=C1)(C2=CC=CC=C2)C3=CC=CC=C3)([P](C4=CC=CC=C4)(C5=CC=CC=C5)C6=CC=CC=C6)Cl (dichlorobis(triphenylphosphine)palladium). RXN SMILES: Br[C:2]1[CH:3]=[C:4]2[N:10]([CH2:11][CH2:12][CH2:13][O:14][CH3:15])[CH:9]=[CH:8][C:5]2=[N:6][CH:7]=1.O.[C:17]([O:20][CH2:21][CH3:22])(=O)[CH3:18]>C1(C)C=CC=CC=1.Cl[Pd](Cl)([P](C1C=CC=CC=1)(C1C=CC=CC=1)C1C=CC=CC=1)[P](C1C=CC=CC=1)(C1C=CC=CC=1)C1C=CC=CC=1>[CH2:21]([O:20][C:17]([C:2]1[CH:3]=[C:4]2[N:10]([CH2:11][CH2:12][CH2:13][O:14][CH3:15])[CH:9]=[CH:8][C:5]2=[N:6][CH:7]=1)=[CH2:18])[CH3:22] |f:1.2,^1:32,51|. Reactants: O.C(C)(=O)OCC (water ethyl acetate), BrC=1C=C2C(=NC1)C=CN2CCCOC (6-bromo-1-(3-methoxypropyl)-1H-pyrrolo[3,2-b]pyridine), tri-n-butyltin-1-ethoxyvinyl. Procedure details: To a solution of 6-bromo-1-(3-methoxypropyl)-1H-pyrrolo[3,2-b]pyridine (1.5 g) in toluene (30 mL) were added tri-n-butyltin-1-ethoxyvinyl (5.65 mL) and dichlorobis(triphenylphosphine)palladium (II) (782 mg), and the mixture was heated to stir at 110° C. for 30 minutes. The reaction solution was cooled to room temperature, and then thereto was added water-ethyl acetate, and an insoluble was filtered through Celite. The organic layer was separated, and then washed with saturated saline, dried over... The reactants are Cl.Cl.N[C@H]([C@@H](C(=O)NC1CC1)O)CC ((2S,3S)-3-amino-N-cyclopropyl-2-hydroxypentanamide dihydrochloride), N[C@H](CO)CCC ((S)-2-aminopentan-1-ol), [N+](#[C-])CCCC (1-isocyanobutane). Product: Cl.Cl.N[C@H]([C@@H](C(=O)NCCCC)O)CCC ((2S,3S)-3-Amino-N-butyl-2-hydroxyhexanamide dihydrochloride). Reaction SMILES: [ClH:1].Cl.N[C@@H](CC)[C@H](O)[C:6]([NH:8][CH:9]1[CH2:11][CH2:10]1)=[O:7].[NH2:15][C@@H:16]([CH2:19][CH2:20][CH3:21])[CH2:17][OH:18].[N+](CCCC)#[C-:23]>>[ClH:1].[ClH:1].[NH2:15][C@@H:16]([CH2:19][CH2:20][CH3:21])[C@H:17]([OH:18])[C:6]([NH:8][CH2:9][CH2:11][CH2:10][CH3:23])=[O:7] |f:0.1.2,5.6.7|. Procedure: The title compound was prepared in analogy to (2S,3S)-3-amino-N-cyclopropyl-2-hydroxypentanamide dihydrochloride, Representative Procedure A, using (S)-2-aminopentan-1-ol in the first step (A1), and 1-isocyanobutane in the third step (A3).